Dataset: the Open Reaction Database (ORD), a public repository of structured organic reaction records. Task: describe an organic reaction: reactants, conditions, products, and yield The reactants are 1-(di-1-pyrrolidinylmethylene)-1H-benzotriazolium 3-oxide hexafluorophosphate, C1(CCCC1)N1C2=C(N(C(C(C1)(F)F)=O)C)C=NC(=N2)NC2=C(C=C(C(=O)O)C=C2)OC (4-(9-cyclopentyl-7,7-difluoro-5-methyl-6-oxo-6,7,8,9-tetrahydro-5H-pyrimido[4,5-b][1,4]diazepin-2-ylamino)-3-methoxy-benzoic acid), C(C)N(C(C)C)C(C)C (ethyldiisopropyl amine), Cl.N[C@@H]1CC[C@H](CC1)O (trans-4-amino-cyclohexanol hydrochloride). Isolated yield 78.5%. Solvent: CN(C=O)C (dimethylformamide), ice water. Run at time 1 hour. Yields the product C1(CCCC1)N1C2=C(N(C(C(C1)(F)F)=O)C)C=NC(=N2)NC2=C(C=C(C(=O)N[C@@H]1CC[C@H](CC1)O)C=C2)OC (trans-4-(9-cyclopentyl-7,7-difluoro-5-methyl-6-oxo-6,7,8,9-tetrahydro-5H-pyrimido[4,5-b][1,4]diazepin-2-ylamino)-N-(4-hydroxy-cyclohexyl)-3-methoxy-benzamide). Procedure: To a mixture of 0.08 g (0.18 mmole) of 4-(9-cyclopentyl-7,7-difluoro-5-methyl-6-oxo-6,7,8,9-tetrahydro-5H-pyrimido[4,5-b][1,4]diazepin-2-ylamino)-3-methoxy-benzoic acid (I-22), 0.13 mL (0.72 mmole) of ethyldiisopropyl amine and 0.030 g (0.20 mmole) of trans-4-amino-cyclohexanol hydrochloride in 2.0 mL of dimethylformamide was added 0.085 g (0.2 mmole) of 1-(di-1-pyrrolidinylmethylene)-1H-benzotriazolium 3-oxide hexafluorophosphate. The mixture was stirred at room temperature for 1 hour, then dil... As a reaction SMILES: [CH:1]1([N:6]2[CH2:12][C:11]([F:14])([F:13])[C:10](=[O:15])[N:9]([CH3:16])[C:8]3[CH:17]=[N:18][C:19]([NH:21][C:22]4[CH:30]=[CH:29][C:25]([C:26]([OH:28])=O)=[CH:24][C:23]=4[O:31][CH3:32])=[N:20][C:7]2=3)[CH2:5][CH2:4][CH2:3][CH2:2]1.C(N(C(C)C)C(C)C)C.Cl.[NH2:43][C@H:44]1[CH2:49][CH2:48][C@H:47]([OH:50])[CH2:46][CH2:45]1>CN(C)C=O>[CH:1]1([N:6]2[CH2:12][C:11]([F:14])([F:13])[C:10](=[O:15])[N:9]([CH3:16])[C:8]3[CH:17]=[N:18][C:19]([NH:21][C:22]4[CH:30]=[CH:29][C:25]([C:26]([NH:43][C@H:44]5[CH2:49][CH2:48][C@H:47]([OH:50])[CH2:46][CH2:45]5)=[O:28])=[CH:24][C:23]=4[O:31][CH3:32])=[N:20][C:7]2=3)[CH2:5][CH2:4][CH2:3][CH2:2]1 |f:2.3|. Reactants: CC(=O)OCC1OC(Br)C(OC(C)=O)C(OC(C)=O)C1OC(C)=O, O=C([O-])[O-], CCCC[N+](CCCC)(CCCC)Cc1ccccc1, ClC(Cl)Cl, [Cl-], Cl, [K+], [K+], O, CC(=O)c1c(O)cc(C)cc1O. Yields the product CC(=O)OCC1OC(Oc2cc(C)cc(O)c2C(C)=O)C(OC(C)=O)C(OC(C)=O)C1OC(C)=O. Reaction SMILES: [C:19]([CH3:20])(=[O:21])[O:22][CH:23]1[CH:24]([Br:42])[O:25][CH:26]([CH2:37][O:38][C:39]([CH3:40])=[O:41])[CH:27]([O:33][C:34]([CH3:35])=[O:36])[CH:28]1[O:29][C:30]([CH3:31])=[O:32].[C:1](=[O:2])([O-:3])[O-:4].[CH2:49]([N+:50]([CH2:51][CH2:52][CH2:53][CH3:54])([CH2:55][CH2:56][CH2:57][CH3:58])[CH2:59][c:60]1[cH:61][cH:62][cH:63][cH:64][cH:65]1)[CH2:66][CH2:67][CH3:68].[CH:44]([Cl:45])([Cl:46])[Cl:47].[Cl-:48].[ClH:43].[K+:5].[K+:6].[OH2:69].[OH:7][c:8]1[c:9]([C:16]([CH3:17])=[O:18])[c:10]([OH:15])[cH:11][c:12]([CH3:14])[cH:13]1>>[O:7]([c:8]1[c:9]([C:16]([CH3:17])=[O:18])[c:10]([OH:15])[cH:11][c:12]([CH3:14])[cH:13]1)[CH:24]1[CH:23]([O:22][C:19]([CH3:20])=[O:21])[CH:28]([O:29][C:30]([CH3:31])=[O:32])[CH:27]([O:33][C:34]([CH3:35])=[O:36])[CH:26]([CH2:37][O:38][C:39]([CH3:40])=[O:41])[O:25]1. Starting materials: C(C(C)C)C1=C(SC2=C1C=CC(=C2)C(F)(F)F)C=O (3-isobutyl-6-(trifluoromethyl)benzothiophen-2-carboxaldehyde), C(C)(=O)C1=CC(=C(C=C1)C=CC(=O)OC)C (methyl 3-(4-acetyl-2-methylphenyl)acrylate), Example 7 ( 1 ). The product is C(C(C)C)C1=C(SC2=C1C=CC(=C2)C(F)(F)F)C=CC(=O)C2=CC(=C(C=C2)C=CC(=O)OC)C (Methyl 3-[4-[3-[3-isobutyl-6-(trifluoromethyl)benzothiophen-2-yl]propenoyl]-2-methylphenyl]acrylate). RXN SMILES: [CH2:1]([C:5]1[C:9]2[CH:10]=[CH:11][C:12]([C:14]([F:17])([F:16])[F:15])=[CH:13][C:8]=2[S:7][C:6]=1[CH:18]=O)[CH:2]([CH3:4])[CH3:3].[C:20]([C:23]1[CH:28]=[CH:27][C:26]([CH:29]=[CH:30][C:31]([O:33][CH3:34])=[O:32])=[C:25]([CH3:35])[CH:24]=1)(=[O:22])[CH3:21]>>[CH2:1]([C:5]1[C:9]2[CH:10]=[CH:11][C:12]([C:14]([F:17])([F:15])[F:16])=[CH:13][C:8]=2[S:7][C:6]=1[CH:18]=[CH:21][C:20]([C:23]1[CH:28]=[CH:27][C:26]([CH:29]=[CH:30][C:31]([O:33][CH3:34])=[O:32])=[C:25]([CH3:35])[CH:24]=1)=[O:22])[CH:2]([CH3:4])[CH3:3]. Reported procedure: The titled compound was prepared from the above-mentioned 3-isobutyl-6-(trifluoromethyl)benzothiophen-2-carboxaldehyde (250 mg, 0.873 mmol) and methyl 3-(4-acetyl-2-methylphenyl)acrylate (191 mg, 0.875 mmol) in a procedure similar to that of Example 7 (1) as a yellow crystal (250 mg, yield 71%). Reactants: NCC1C=2C=CC(=CC2CCC1)NS(=O)(=O)C1=CC=CC=C1 (N-(5-Aminomethyl-5,6,7,8-tetrahydro-naphthalen-2-yl)-benzenesulfonamide), CSC1=NCC(N1)=O (2-methylsulfanyl-3,5-dihydro-imidazol-4-one), [OH-].[Na+] (sodium hydroxide). Run in C(C)O (ethanol). The product is O=C1CN=C(N1)NCC1=C2C=CC(=CC2=CC=C1)NS(=O)(=O)C1=CC=CC=C1 (N-{5-[(5-Oxo-4,5-dihydro-1H-imidazol-2-ylamino)-methyl]-naphthalen-2-yl}-benzenesulfonamide). Reaction SMILES: [NH2:1][CH2:2][CH:3]1[CH2:12][CH2:11][CH2:10][C:9]2[CH:8]=[C:7]([NH:13][S:14]([C:17]3[CH:22]=[CH:21][CH:20]=[CH:19][CH:18]=3)(=[O:16])=[O:15])[CH:6]=[CH:5][C:4]1=2.CS[C:25]1[NH:29][C:28](=[O:30])[CH2:27][N:26]=1.[OH-].[Na+]>C(O)C>[O:30]=[C:28]1[NH:29][C:25]([NH:1][CH2:2][C:3]2[CH:12]=[CH:11][CH:10]=[C:9]3[C:4]=2[CH:5]=[CH:6][C:7]([NH:13][S:14]([C:17]2[CH:18]=[CH:19][CH:20]=[CH:21][CH:22]=2)(=[O:16])=[O:15])=[CH:8]3)=[N:26][CH2:27]1 |f:2.3|. Reported procedure: A mixture of N-(5-Aminomethyl-5,6,7,8-tetrahydro-naphthalen-2-yl)-benzenesulfonamide, 2-methylsulfanyl-3,5-dihydro-imidazol-4-one (prepared by the method reported by Chen et al., WO9736859) and sodium hydroxide in ethanol is heated to reflux, then concentrated under reduced pressure, diluted with ethyl acetate, and washed with aqueous sodium carbonate. The organic phase is dried (magnesium sulfate) and concentrated under reduced pressure to give N-{5-[(5-Oxo-4,5-dihydro-1H-imidazol-2-ylamino)-me... The reactants are CCOCC, [Li]CCCC, CC(C)CC=O, [Cl-], Ic1cnccn1, [NH4+]. The product is CC(C)CC(O)c1cnccn1. As a reaction SMILES: [CH3:21][CH2:22][O:23][CH2:24][CH3:25].[CH3:8][CH2:9][CH2:10][CH2:11][Li:12].[CH:13]([CH2:14][CH:15]([CH3:16])[CH3:17])=[O:18].[Cl-:19].[I:1][c:2]1[n:3][cH:4][cH:5][n:6][cH:7]1.[NH4+:20]>>[c:2]1([CH:13]([CH2:14][CH:15]([CH3:16])[CH3:17])[OH:18])[n:3][cH:4][cH:5][n:6][cH:7]1. The reactants are ClC1=C(OC=2C=C(OC(C(=O)OCC)C)C=CC2)C(=CC(=C1)C(F)(F)F)Cl (ethyl 2-[3-(2,6-dichloro-4-trifluoromethyl-phenoxy)phenoxy]-propionate), [OH-].[Na+] (sodium hydroxide), ester, Cl (hydrochloric acid), ester. The solvent is C(C)O (ethanol), C(C)O (ethanol), O (water). Run at time 16 hour. Product: ClC1=C(OC=2C=C(OC(C(=O)O)C)C=CC2)C(=CC(=C1)C(F)(F)F)Cl (2-[3-(2,6-dichloro-4-trifluoromethyl-phenoxy)-phenoxy]-propionic acid). RXN SMILES: [Cl:1][C:2]1[CH:22]=[C:21]([C:23]([F:26])([F:25])[F:24])[CH:20]=[C:19]([Cl:27])[C:3]=1[O:4][C:5]1[CH:6]=[C:7]([CH:16]=[CH:17][CH:18]=1)[O:8][CH:9]([CH3:15])[C:10]([O:12]CC)=[O:11].[OH-].[Na+].Cl>C(O)C.O>[Cl:1][C:2]1[CH:22]=[C:21]([C:23]([F:26])([F:25])[F:24])[CH:20]=[C:19]([Cl:27])[C:3]=1[O:4][C:5]1[CH:6]=[C:7]([CH:16]=[CH:17][CH:18]=1)[O:8][CH:9]([CH3:15])[C:10]([OH:12])=[O:11] |f:1.2|. Reported procedure: A solution of 51.4 g (0.124 mol) of the R enantiomer of ethyl 2-[3-(2,6-dichloro-4-trifluoromethyl-phenoxy)phenoxy]-propionate in 95 ml of ethanol was added dropwise to a stirred solution of 5.9 g (0.148 mol) of sodium hydroxide in 145 ml of water at 0° C. During this procedure, the reaction mixture foamed to such an extent that, after 2/3 of the ester solution had been added, a further 10 ml of ethanol had first to be introduced into the reaction mixture before the remainder of the ester soluti...